This data is from the Open Reaction Database (ORD), a public repository of structured organic reaction records. The task is: describe an organic reaction: reactants, conditions, products, and yield The reactants are C(C)(C)(C)C=1C=C2CCC(C2=CC1)=O (5-tert-butyl-indan-1-one), [B-](F)(F)(F)F.[B-](F)(F)(F)F.C1C[N+]2(CC[N+]1(CC2)O)F (Accufluor). Solvent: CO (methanol). The product is C(C)(C)(C)C=1C=C2CC(C(C2=CC1)=O)F (5-tert-Butyl-2-fluoro-indan-1-one). RXN SMILES: [C:1]([C:5]1[CH:6]=[C:7]2[C:11](=[CH:12][CH:13]=1)[C:10](=[O:14])[CH2:9][CH2:8]2)([CH3:4])([CH3:3])[CH3:2].[B-](F)(F)(F)[F:16].[B-](F)(F)(F)F.C1[N+]2(O)CC[N+](F)(CC2)C1>CO>[C:1]([C:5]1[CH:6]=[C:7]2[C:11](=[CH:12][CH:13]=1)[C:10](=[O:14])[CH:9]([F:16])[CH2:8]2)([CH3:4])([CH3:2])[CH3:3] |f:1.2.3|. Procedure details: 5-tert-butyl-indan-1-one (7.53 g, 40 mmol) was dissolved in methanol (400 ml). Accufluor (32.18 g) was added, and the reaction heated to reflux for 2 hours. After cooling and removing the solvent under vacuum, the residue was taken in methylene chloride and filtered. The filtrate was washed with water, dried with magnesium sulfate, and filtered, and the solvent removed under vacuum to give 5-tert-Butyl-2-fluoro-indan-1-one, which was used without further purification. 1H NMR (300 MHz, CDCl3) 7.7... The reactants are solution, C([C@@H](O)C)(=O)O (L(+)-lactic acid), C[C@@H](C1=CC=C(C=C1)CC(C)C)C(=O)O (S(+)-ibuprofen), NaHPO4 NaH2PO4, [OH-].[Na+] (NaOH). The solvent is O (water). Conditions: temperature 20 celsius. The product is C[C@@H](C1=CC=C(C=C1)CC(C)C)C(=O)O.C([C@@H](O)C)(=O)O (S(+)-ibuprofen L-(+)-lactic acid). Reaction SMILES: [C:1]([OH:6])(=[O:5])[C@H:2]([CH3:4])[OH:3].[CH3:7][C@H:8]([C:19]([OH:21])=[O:20])[C:9]1[CH:14]=[CH:13][C:12]([CH2:15][CH:16]([CH3:18])[CH3:17])=[CH:11][CH:10]=1.[OH-].[Na+]>O>[CH3:7][C@H:8]([C:19]([OH:21])=[O:20])[C:9]1[CH:14]=[CH:13][C:12]([CH2:15][CH:16]([CH3:17])[CH3:18])=[CH:11][CH:10]=1.[C:1]([OH:6])(=[O:5])[C@H:2]([CH3:4])[OH:3] |f:2.3,5.6|. Procedure: 100 g L(+)-lactic acid are dissolved in 250 ml water whilst stirring at 20° C. (1.11 mol.) Under constant stirring 226.8 g (1.1 mol) S(+)-ibuprofen are introduced, the solution gradually being heated (within 10 minutes) to 35°-40 ° C. The pH of the solution should not exceed 6.0 when using a 0.001M NaHPO4 /NaH2PO4 buffer. With a simple aqueous solution (pH 5.5-6.0) it should be ensured that the pH does not drop below 4.0, this possibly making necessary a titration back to the original pH 5.5-6.0... Starting materials: C(C)(C)(C)NC(=O)C1=CN(C2=NC=C(N=C21)C2=NN(C1=CC=C(C=C21)OC(F)F)CCCN2CC(C2)(F)F)COCC[Si](C)(C)C (N-tert-butyl-2-(1-(3-(3,3-difluoroazetidin-1-yl)propyl)-5-(difluoromethoxy)-1H-indazol-3-yl)-5-((2-(trimethylsilyl)ethoxy)methyl)-5H-pyrrolo[2,3-b]pyrazine-7-carboxamide), C(=O)(C(F)(F)F)O (TFA). Solvent: ClCCl (dichloromethane). Conditions: temperature 25 celsius, time 18 hour. Yields the product C(C)(C)(C)NC(=O)C1=CNC2=NC=C(N=C21)C2=NN(C1=CC=C(C=C21)OC(F)F)CCCN2CC(C2)(F)F (N-tert-butyl-2-(1-(3-(3,3-difluoroazetidin-1-yl)propyl)-5-(difluoromethoxy)-1H-indazol-3-yl)-5H-pyrrolo[2,3-b]pyrazine-7-carboxamide). Yield: 96.7%. As a reaction SMILES: [C:1]([NH:5][C:6]([C:8]1[C:16]2[C:11](=[N:12][CH:13]=[C:14]([C:17]3[C:25]4[C:20](=[CH:21][CH:22]=[C:23]([O:26][CH:27]([F:29])[F:28])[CH:24]=4)[N:19]([CH2:30][CH2:31][CH2:32][N:33]4[CH2:36][C:35]([F:38])([F:37])[CH2:34]4)[N:18]=3)[N:15]=2)[N:10](COCC[Si](C)(C)C)[CH:9]=1)=[O:7])([CH3:4])([CH3:3])[CH3:2].C(O)(C(F)(F)F)=O>ClCCl>[C:1]([NH:5][C:6]([C:8]1[C:16]2[C:11](=[N:12][CH:13]=[C:14]([C:17]3[C:25]4[C:20](=[CH:21][CH:22]=[C:23]([O:26][CH:27]([F:29])[F:28])[CH:24]=4)[N:19]([CH2:30][CH2:31][CH2:32][N:33]4[CH2:36][C:35]([F:37])([F:38])[CH2:34]4)[N:18]=3)[N:15]=2)[NH:10][CH:9]=1)=[O:7])([CH3:4])([CH3:2])[CH3:3]. Procedure: To a pale yellow solution of N-tert-butyl-2-(1-(3-(3,3-difluoroazetidin-1-yl)propyl)-5-(difluoromethoxy)-1H-indazol-3-yl)-5-((2-(trimethylsilyl)ethoxy)methyl)-5H-pyrrolo[2,3-b]pyrazine-7-carboxamide (38 mg, 57.2 μmol) in dichloromethane (4.00 mL) was added TFA (1.48 g, 1.00 mL, 13.0 mmol27), the reaction mixture turned orange and was stirred at 25° C. for 18 h, mixture concentrated and the residue was re-dissolved in 5 mL of a solution of (dichloromethane/MeOH/ammonium hydroxide; 60:10:1) and st... Starting materials: BrC=1C=C(C=C(C#N)C#N)C=C(C1O)OC (3-Bromo-4-hydroxy-5-methoxybenzylidene-malononitrile), BrC=1C=C(C=O)C=C(C1O)OC (3-bromo-4-hydroxy-5-methoxybenzaldehyde), C(CC#N)#N (malononitrile), C(C)O (ethanol). Reagents/catalysts: N1CCCCC1 (piperidine). Conditions: time 8 hour. Product: NC=1OC2=C3C(=CC=C2C(C1C#N)C1=CC(=C(C(=C1)OC)O)Br)N(C=C3)C (2-Amino-4-(3-bromo-4-hydroxy-5-methoxyphenyl)-3-cyano-7-methyl-4H-pyrrolo[2,3-h]chromene). Yield: 77.0%. Reaction SMILES: [Br:1][C:2]1[CH:3]=[C:4]([CH:11]=[C:12]([O:15][CH3:16])[C:13]=1[OH:14])[CH:5]=[C:6]([C:9]#[N:10])[C:7]#[N:8].Br[C:18]1[CH:19]=[C:20]([CH:23]=[C:24](OC)[C:25]=1[OH:26])C=O.C(#N)[CH2:30][C:31]#[N:32].[CH2:34](O)C>N1CCCCC1>[NH2:8][C:7]1[O:26][C:25]2[C:18]([CH:5]([C:4]3[CH:11]=[C:12]([O:15][CH3:16])[C:13]([OH:14])=[C:2]([Br:1])[CH:3]=3)[C:6]=1[C:9]#[N:10])=[CH:19][CH:20]=[C:23]1[N:32]([CH3:34])[CH:31]=[CH:30][C:24]=21. Procedure details: 3-Bromo-4-hydroxy-5-methoxybenzylidene-malononitrile: To a mixture of 3-bromo-4-hydroxy-5-methoxybenzaldehyde (2.31 g, 10 mmol) and malononitrile (660, 10 mmol) in 20 mL of ethanol was added piperidine (0.5 mL, 0.5 mmol). The solution was stirred at room temperature overnight and precipitates were observed. The precipitates were collected by filtration and dried to yield 2.14 g (77%) of title compound as a red solid.